This data is from the Open Reaction Database (ORD), a public repository of structured organic reaction records. The task is: describe an organic reaction: reactants, conditions, products, and yield Yield: 84.5%. Reaction conditions: time 6 hour. Product: C(C1=CC=CC=C1)OC(=O)N\C(\C(=O)OC)=C/C1=CC=CC=C1 (methyl (Z)-2-benzyloxycarbonylamino-3-phenyl-acrylate). Solvent: C1CCOC1 (THF). The reactants are FC=1C=C(C=O)C=C(C1)F (3,5-difluorobenzaldehyde), C(C1=CC=CC=C1)OC(=O)NC(C(=O)OC)P(=O)(OC)OC (methyl benzyloxycarbonylamino-(dimethoxyphosphoryl)acetate), 1,1,3,3-tetramethylgaunidine. RXN SMILES: F[C:2]1[CH:3]=[C:4]([CH:7]=[C:8](F)[CH:9]=1)[CH:5]=O.[CH2:11]([O:18][C:19]([NH:21][CH:22](P(OC)(OC)=O)[C:23]([O:25][CH3:26])=[O:24])=[O:20])[C:12]1[CH:17]=[CH:16][CH:15]=[CH:14][CH:13]=1>C1COCC1>[CH2:11]([O:18][C:19]([NH:21]/[C:22](=[CH:5]\[C:4]1[CH:7]=[CH:8][CH:9]=[CH:2][CH:3]=1)/[C:23]([O:25][CH3:26])=[O:24])=[O:20])[C:12]1[CH:13]=[CH:14][CH:15]=[CH:16][CH:17]=1. Reported procedure: A well stirred solution of 3,5-difluorobenzaldehyde (1.92 g, 13.5 mmol) and methyl benzyloxycarbonylamino-(dimethoxyphosphoryl)acetate (5.37 g, 16.2 mmol) in dry THF (20 mL), under N2, was cooled to 0° C. and 1,1,3,3-tetramethylgaunidine (1.38 g, 16.2 mmol) added via syringe. The reaction was allowed to warm to rt and stir for 6 h, quenched with saturated ammonium chloride and extracted with ethyl acetate. After concentration, the residue was chromatographed on silica gel (elution with 20% ethyl... Conditions: temperature 0 celsius. The product is COC=1C=C(C=C(C1O)OC)[C@@H]2C=3C=C4C(=CC3[C@H]([C@@H]5[C@@H]2C(=O)OC5)O)OCO4 (4'-demethylepipodophyllotoxin). RXN SMILES: [CH3:1][O:2][C:3]1[CH:4]=[C:5]([C@H:13]2[C@H:22]3[C:23]([O:25][CH2:26][C@@H:21]3[C@@H:20]([OH:27])[C:19]3[CH:18]=[C:17]4[O:28][CH2:29][O:30][C:16]4=[CH:15][C:14]2=3)=[O:24])[CH:6]=[C:7]([O:11][CH3:12])[C:8]=1[O:9]C.NC(C(O)=O)CCSC.O>FC(F)(F)C(O)=O.CS(O)(=O)=O>[CH3:12][O:11][C:7]1[CH:6]=[C:5]([C@H:13]2[C@H:22]3[C:23]([O:25][CH2:26][C@@H:21]3[C@H:20]([OH:27])[C:19]3[CH:18]=[C:17]4[O:28][CH2:29][O:30][C:16]4=[CH:15][C:14]2=3)=[O:24])[CH:4]=[C:3]([O:2][CH3:1])[C:8]=1[OH:9]. The reactants are O (water), NC(CCSC)C(=O)O (D,L-methionine), COC=1C=C(C=C(C1OC)OC)[C@@H]2C=3C=C4C(=CC3[C@@H]([C@@H]5[C@@H]2C(=O)OC5)O)OCO4 (podophyllotoxin). Solvent: CS(=O)(=O)O (methanesulfonic acid), FC(C(=O)O)(F)F (trifluoroacetic acid), CS(=O)(=O)O (methanesulfonic acid). Reported procedure: 100 g (0.24 mol) of podophyllotoxin I are dissolved in 186 ml of trifluoroacetic acid with stirring. After cooling the reaction mixture to 0° C., a solution of 198 g (1.32 mol) of D,L-methionine in 500 ml of methanesulfonic acid is introduced, the reaction mixture being maintained between 10 and 20° C. 200 ml of methanesulfonic acid are added to the mixture, which is kept stirring for 1 h at this temperature. The reaction mixture is poured with stirring onto 4 l of water and of ice and the produ... The yield is 95.2%. The reactants are four, COC1=CC=C(C=C1)C1=CC=C(C=C1)CCC(=C)C (4-methoxy-4'-isopentenyl biphenyl), C1(=CC=CC=C1)C (toluene). Product: COC1=CC=C(C=C1)C1=CC2=CC=C(C=C2C=C1)C (2-(4'-methoxyphenyl)-6-methyl naphthalene). As a reaction SMILES: [CH3:1][O:2][C:3]1[CH:8]=[CH:7][C:6]([C:9]2[CH:14]=[CH:13][C:12]([CH2:15][CH2:16][C:17](C)=[CH2:18])=[CH:11][CH:10]=2)=[CH:5][CH:4]=1.[C:20]1(C)C=CC=CC=1>>[CH3:1][O:2][C:3]1[CH:8]=[CH:7][C:6]([C:9]2[CH:14]=[CH:13][C:12]3[C:11](=[CH:18][CH:17]=[C:16]([CH3:20])[CH:15]=3)[CH:10]=2)=[CH:5][CH:4]=1. Procedure: Into the reactor were fed a solution of 12.4 g (0.049 mol) of the four isomers of 4-methoxy-4'-isopentenyl biphenyl of Example 6 in 237.6 g of toluene at a rate of 10 g/hour. Lower boiling point compounds were removed by distillation from the reaction mixture. The reaction mixture was concentrated to 30 g. The reaction mixture was left to stand. The deposited crystal was filtered to separate it off. The product was recrystallized with toluene for purification. As a result, 2-(4'-methoxyphenyl)-6... Starting materials: CN[C@@H]1CC[C@H](CC1)CCCCCOS(=O)(=O)C (trans-Methansulfonic acid 5-(4-methyl amino-cyclohexyl)-pentyl ester), CNC1CC1 (N-methyl-N-cyclopropyl-amine), FC(C(=O)O)(F)F (trifluoroacetic acid), ClC(=O)OC1=CC=C(C=C1)Cl (4-chlorophenyl chloroformate). The product is ClC1=CC=C(C=C1)OC(N(C)[C@@H]1CC[C@H](CC1)CCCCCN(C)C1CC1)=O (trans {4-[5-(Cyclopropyl-methyl-amino)-pentyl]-cyclohexyl}-methyl-carbamic acid 4-chloro-phenyl ester). RXN SMILES: [CH3:1][NH:2][C@H:3]1[CH2:8][CH2:7][C@H:6]([CH2:9][CH2:10][CH2:11][CH2:12][CH2:13]OS(C)(=O)=O)[CH2:5][CH2:4]1.FC(F)(F)C(O)=O.Cl[C:27]([O:29][C:30]1[CH:35]=[CH:34][C:33]([Cl:36])=[CH:32][CH:31]=1)=[O:28].[CH3:37][NH:38][CH:39]1[CH2:41][CH2:40]1>>[Cl:36][C:33]1[CH:34]=[CH:35][C:30]([O:29][C:27](=[O:28])[N:2]([C@H:3]2[CH2:4][CH2:5][C@H:6]([CH2:9][CH2:10][CH2:11][CH2:12][CH2:13][N:38]([CH:39]3[CH2:41][CH2:40]3)[CH3:37])[CH2:7][CH2:8]2)[CH3:1])=[CH:31][CH:32]=1. Reported procedure: In analogy to examples 29.10 and 29.11, trans-Methansulfonic acid 5-(4-methyl amino-cyclohexyl)-pentyl ester.trifluoroacetic acid salt and 4-chlorophenyl chloroformate were reacted, followed by treatment with N-methyl-N-cyclopropyl-amine to give trans {4-[5-(Cyclopropyl-methyl-amino)-pentyl]-cyclohexyl}-methyl-carbamic acid 4-chloro-phenyl ester, MS: 407 (MH+, 1Cl).